Dataset: the Open Reaction Database (ORD), a public repository of structured organic reaction records. Task: describe an organic reaction: reactants, conditions, products, and yield Starting materials: C1(=CCCCC1)C1=CC2=NC=CC(=C2N1)N1CCCCC1 (2-Cyclohex-1-enyl-7-piperidylpyrrolo[3,2-b]pyridine). Reagents/catalysts: [Pd] (palladium on charcoal). The solvent is CO (MeOH). Conditions: time 16 hour. Product: C1(CCCCC1)C1=CC2=NC=CC(=C2N1)N1CCCCC1 (2-Cyclohexyl-7-piperidylpyrrolo[3,2-b]pyridine). The yield is 98.8%. As a reaction SMILES: [C:1]1([C:7]2[NH:15][C:14]3[C:9](=[N:10][CH:11]=[CH:12][C:13]=3[N:16]3[CH2:21][CH2:20][CH2:19][CH2:18][CH2:17]3)[CH:8]=2)[CH2:6][CH2:5][CH2:4][CH2:3][CH:2]=1>CO.[Pd]>[CH:1]1([C:7]2[NH:15][C:14]3[C:9](=[N:10][CH:11]=[CH:12][C:13]=3[N:16]3[CH2:17][CH2:18][CH2:19][CH2:20][CH2:21]3)[CH:8]=2)[CH2:2][CH2:3][CH2:4][CH2:5][CH2:6]1. Procedure: 2-Cyclohex-1-enyl-7-piperidylpyrrolo[3,2-b]pyridine (Example 43(b)) (280 mg, 1 mmol) was dissolved in MeOH (5 mL), and 10% palladium on charcoal (28 mg) was added. The flask was purged with H2 and a doubled-walled balloon filled with H2 was attached to the flask (˜30 psi H2). After 16 h, the mixture was filtered through celite, and the filtrate was concentrated in vacuo. The crude material was purified by flash chromatography 1:9 MeOH:EtOAc to afford 0.28 g (99%) of the title compound as an off-...